From a dataset of the Open Reaction Database (ORD), a public repository of structured organic reaction records. describe an organic reaction: reactants, conditions, products, and yield Starting materials: C(C1=CC=CC=C1)OC(NCC(=O)NC[C@H](CCCNC(=O)OC(C)(C)C)NC(=O)OC(C)(C)C)=O (Benzyl[2-({(2S)-2,5-bis[(tert-butoxycarbonyl)amino]pentyl}amino)-2-oxoethyl]carbamate). Reagents/catalysts: [Pd] (palladium on activated carbon). Run in C(C)O (ethanol). Yields the product C(C)(C)(C)OC(NCCC[C@@H](CNC(CN)=O)NC(=O)OC(C)(C)C)=O (tert-Butyl{(4S)-5-[(aminoacetyl)amino]-4-[(tert-butoxycarbonyl)amino]pentyl}carbamate). Reaction SMILES: C(OC(=O)[NH:10][CH2:11][C:12]([NH:14][CH2:15][C@@H:16]([NH:28][C:29]([O:31][C:32]([CH3:35])([CH3:34])[CH3:33])=[O:30])[CH2:17][CH2:18][CH2:19][NH:20][C:21]([O:23][C:24]([CH3:27])([CH3:26])[CH3:25])=[O:22])=[O:13])C1C=CC=CC=1>C(O)C.[Pd]>[C:24]([O:23][C:21](=[O:22])[NH:20][CH2:19][CH2:18][CH2:17][C@H:16]([NH:28][C:29]([O:31][C:32]([CH3:35])([CH3:34])[CH3:33])=[O:30])[CH2:15][NH:14][C:12](=[O:13])[CH2:11][NH2:10])([CH3:27])([CH3:26])[CH3:25]. Reported procedure: Preparation takes place in analogy to Example 81A from 105 mg (0.21 mmol) of benzyl[2-({(2S)-2,5-bis[(tert-butoxycarbonyl)amino]pentyl}amino)-2-oxoethyl]carbamate (Example 125A) in 50 ml of ethanol with the addition of 11 mg of palladium on activated carbon (10%). The product is reacted without further purification. The reactants are CC(=O)O[BH-](OC(C)=O)OC(C)=O, CCOC(C)=O, CCCC=O, CC1(C)CC(c2ccc(N3CCOCC3)cc2N2CCNCC2)CC(C)(C)C1, [Na+], [Na+], C1CCOC1, O=C([O-])O. Product: CCCCN1CCN(c2cc(N3CCOCC3)ccc2C2CC(C)(C)CC(C)(C)C2)CC1. RXN SMILES: [C:34]([O:35][BH-:36]([O:37][C:38](=[O:39])[CH3:40])[O:41][C:42](=[O:43])[CH3:44])(=[O:45])[CH3:46].[CH3:53][CH2:54][O:55][C:56](=[O:57])[CH3:58].[CH:29]([CH2:30][CH2:31][CH3:32])=[O:33].[N:1]1([c:7]2[cH:8][c:9]([N:23]3[CH2:24][CH2:25][O:26][CH2:27][CH2:28]3)[cH:10][cH:11][c:12]2[CH:13]2[CH2:14][C:15]([CH3:21])([CH3:22])[CH2:16][C:17]([CH3:19])([CH3:20])[CH2:18]2)[CH2:2][CH2:3][NH:4][CH2:5][CH2:6]1.[Na+:47].[Na+:48].[O:59]1[CH2:60][CH2:61][CH2:62][CH2:63]1.[OH:49][C:50](=[O:51])[O-:52]>>[N:1]1([c:7]2[cH:8][c:9]([N:23]3[CH2:24][CH2:25][O:26][CH2:27][CH2:28]3)[cH:10][cH:11][c:12]2[CH:13]2[CH2:14][C:15]([CH3:21])([CH3:22])[CH2:16][C:17]([CH3:19])([CH3:20])[CH2:18]2)[CH2:2][CH2:3][N:4]([CH2:29][CH2:30][CH2:31][CH3:32])[CH2:5][CH2:6]1.